Dataset: the Open Reaction Database (ORD), a public repository of structured organic reaction records. Task: describe an organic reaction: reactants, conditions, products, and yield Reactants: CO, [Na+], COC(=O)c1ccc(CN2C(=O)C3(COc4cc5c(cc43)CCO5)c3ccccc32)o1, [OH-], O. The product is O=C(O)c1ccc(CN2C(=O)C3(COc4cc5c(cc43)CCO5)c3ccccc32)o1. RXN SMILES: [CH3:34][OH:35].[Na+:33].[O:1]=[C:2]1[N:3]([CH2:22][c:23]2[cH:24][cH:25][c:26]([C:28](=[O:29])[O:30][CH3:31])[o:27]2)[c:4]2[cH:5][cH:6][cH:7][cH:8][c:9]2[C:10]12[c:11]1[c:12]([cH:15][c:16]3[c:20]([cH:21]1)[CH2:19][CH2:18][O:17]3)[O:13][CH2:14]2.[OH-:32].[OH2:36]>>[O:1]=[C:2]1[N:3]([CH2:22][c:23]2[cH:24][cH:25][c:26]([C:28](=[O:29])[OH:30])[o:27]2)[c:4]2[cH:5][cH:6][cH:7][cH:8][c:9]2[C:10]12[c:11]1[c:12]([cH:15][c:16]3[c:20]([cH:21]1)[CH2:19][CH2:18][O:17]3)[O:13][CH2:14]2. Reactants: Cc1ccc(Oc2cccc(C#N)c2)nc1, N#Cc1cccnc1Oc1cncc(Cl)c1. Product: NCc1cccnc1Oc1cncc(Cl)c1. RXN SMILES: [CH3:17][c:18]1[cH:19][cH:20][c:21]([O:22][c:23]2[cH:24][c:25]([C:29]#[N:30])[cH:26][cH:27][cH:28]2)[n:31][cH:32]1.[Cl:1][c:2]1[cH:3][c:4]([O:8][c:9]2[c:10]([C:11]#[N:12])[cH:13][cH:14][cH:15][n:16]2)[cH:5][n:6][cH:7]1>>[Cl:1][c:2]1[cH:3][c:4]([O:8][c:9]2[c:10]([CH2:11][NH2:12])[cH:13][cH:14][cH:15][n:16]2)[cH:5][n:6][cH:7]1. RXN SMILES: [Cl:1][c:2]1[cH:3][cH:4][c:5](-[n:8]2[c:9](=[O:19])[c:10]([OH:18])[n:11][c:12]3[cH:13][cH:14][cH:15][cH:16][c:17]23)[cH:6][cH:7]1.[OH2:20].[P:21]([Cl:22])([Cl:23])([Cl:24])=[O:25]>>[Cl:1][c:2]1[cH:3][cH:4][c:5](-[n:8]2[c:9](=[O:19])[c:10]([Cl:23])[n:11][c:12]3[cH:13][cH:14][cH:15][cH:16][c:17]23)[cH:6][cH:7]1. Starting materials: O=c1c(O)nc2ccccc2n1-c1ccc(Cl)cc1, O, O=P(Cl)(Cl)Cl. The product is O=c1c(Cl)nc2ccccc2n1-c1ccc(Cl)cc1. As a reaction SMILES: [CH2:1]([O:3][C:4]1[C:9]([C:10]2[NH:11][C:12](=[O:28])[C:13]3[C:14](=[C:16]([CH2:26][CH3:27])[N:17]([CH2:19][C:20]4[CH:25]=[CH:24][CH:23]=[CH:22][N:21]=4)[N:18]=3)[N:15]=2)=[CH:8][C:7]([S:29]([N:32]2[CH2:37][CH2:36][N:35]([CH2:38][CH3:39])[CH2:34][CH2:33]2)(=[O:31])=[O:30])=[CH:6][N:5]=1)[CH3:2].C[Si]([N-][Si](C)(C)C)(C)C.[K+].[CH3:50][O:51][CH2:52]CCO>>[CH2:26]([C:16]1[N:17]([CH2:19][C:20]2[CH:25]=[CH:24][CH:23]=[CH:22][N:21]=2)[N:18]=[C:13]2[C:12](=[O:28])[NH:11][C:10]([C:9]3[C:4]([O:3][CH2:1][CH2:2][CH2:50][O:51][CH3:52])=[N:5][CH:6]=[C:7]([S:29]([N:32]4[CH2:37][CH2:36][N:35]([CH2:38][CH3:39])[CH2:34][CH2:33]4)(=[O:30])=[O:31])[CH:8]=3)=[N:15][C:14]=12)[CH3:27] |f:1.2|. Starting materials: C(C)OC1=NC=C(C=C1C=1NC(C=2C(N1)=C(N(N2)CC2=NC=CC=C2)CC)=O)S(=O)(=O)N2CCN(CC2)CC (5-[2-Ethoxy-5-(4-ethylpiperazin-1-ylsulphonyl)pyridin-3-yl]-3-ethyl-2-(pyridin-2-yl)methyl-2,6-dihydro-7H-pyrazolo[4,3-d]pyrimidin-7-one), C[Si](C)(C)[N-][Si](C)(C)C.[K+] (potassium bis(trimethylsilyl)amide), COCCCO (3-methoxypropan-1-ol). The yield is 38.0%. Procedure details: A mixture of the title compound of Example 1 (200 mg, 0.36 mmol), potassium bis(trimethylsilyl)amide (361 mg, 1.81 mmol) and 3-methoxypropan-1-ol (1.5 ml) was stirred at 90° C. for 18 hours, then allowed to cool. The resulting mixture was evaporated under reduced pressure and the residue purified by column chromatography on silica gel, using an elution gradient of dichloromethane:methanol (97:3 to 95:5), to give the title compound (81 mg, 38%) as a foam. Found: C, 55.36; H, 6.11; N, 18.18. C28H3... The product is C(C)C=1N(N=C2C1N=C(NC2=O)C=2C(=NC=C(C2)S(=O)(=O)N2CCN(CC2)CC)OCCCOC)CC2=NC=CC=C2 (3-Ethyl-5-[5-(4-ethylpiperazin-1-ylsulphonyl)-2-(3-methoxyprop-1-oxy)-pyridin-3-yl]-2-(pyridin-2-yl)methyl-2,6-dihydro-7H-pyrazolo[4,3-d]pyrimidin-7-one). Run at temperature 90 celsius, time 18 hour. Starting materials: CO, CCCCCCSc1nn2c(=O)c([N+](=O)[O-])c(Cl)nc2s1, O, c1ccncc1. Yields the product CCCCCCSc1nn2c(=O)c([N+](=O)[O-])c(OC)nc2s1. As a reaction SMILES: [CH3:1][OH:2].[Cl:3][c:4]1[n:5][c:6]2[n:7]([c:8](=[O:13])[c:9]1[N+:10](=[O:11])[O-:12])[n:14][c:15]([S:17][CH2:18][CH2:19][CH2:20][CH2:21][CH2:22][CH3:23])[s:16]2.[OH2:30].[cH:24]1[cH:25][cH:26][n:27][cH:28][cH:29]1>>[CH3:1][O:2][c:4]1[n:5][c:6]2[n:7]([c:8](=[O:13])[c:9]1[N+:10](=[O:11])[O-:12])[n:14][c:15]([S:17][CH2:18][CH2:19][CH2:20][CH2:21][CH2:22][CH3:23])[s:16]2. The reactants are C(C)(C)(C)OC(C(C)(C)SC=1SC=C(N1)CCN(CC1=CC=C(C=C1)NCCC)C1=NC=C(C=N1)CC)=O (2-{[4-(2-{(5-ethylpyrimidin-2-yl)[4-(propylamino)benzyl]amino}ethyl)-1,3-thiazol-2-yl]thio}-2-methylpropionic acid tert-butyl ester), Cl.C(C)(=O)OCC (hydrochloric acid ethyl acetate). Solvent: C(=O)O (formic acid). Run at time 8 hour. Yields the product Cl.C(C)C=1C=NC(=NC1)N(CCC=1N=C(SC1)SC(C(=O)O)(C)C)CC1=CC=C(C=C1)NCCC (2-{[4-(2-{(5-ethylpyrimidin-2-yl)[4-(propylamino)benzyl]amino}ethyl)-1,3-thiazol-2-yl]thio}-2-methylpropionic acid hydrochloride). RXN SMILES: C([O:5][C:6](=[O:38])[C:7]([S:10][C:11]1[S:12][CH:13]=[C:14]([CH2:16][CH2:17][N:18]([C:30]2[N:35]=[CH:34][C:33]([CH2:36][CH3:37])=[CH:32][N:31]=2)[CH2:19][C:20]2[CH:25]=[CH:24][C:23]([NH:26][CH2:27][CH2:28][CH3:29])=[CH:22][CH:21]=2)[N:15]=1)([CH3:9])[CH3:8])(C)(C)C.[ClH:39].C(OCC)(=O)C>C(O)=O>[ClH:39].[CH2:36]([C:33]1[CH:34]=[N:35][C:30]([N:18]([CH2:19][C:20]2[CH:25]=[CH:24][C:23]([NH:26][CH2:27][CH2:28][CH3:29])=[CH:22][CH:21]=2)[CH2:17][CH2:16][C:14]2[N:15]=[C:11]([S:10][C:7]([CH3:9])([CH3:8])[C:6]([OH:38])=[O:5])[S:12][CH:13]=2)=[N:31][CH:32]=1)[CH3:37] |f:1.2,4.5|. Procedure details: 2-{[4-(2-{(5-Ethylpyrimidin-2-yl)[4-(propylamino)benzyl]amino}ethyl)-1,3-thiazol-2-yl]thio}-2-methylpropionic acid tert-butyl ester (68 mg) synthesized in Example 441-1 was dissolved in formic acid (2.5 mL), 4 mol/L hydrochloric acid-ethyl acetate (0.5 mL) was added thereto, and the mixture was stirred at room temperature overnight. The reaction solution was evaporated under reduced pressure, and the residue was dried by heating at 60° C. to give the title compound (77 mg) as a white amorphous s... Reported procedure: A solution of 1-[1-(4-chlorophenyl)cyclobutyl]-1-dimethylaminobutan-2-one (3 g prepared as described in Example 48) in industrial methylated spirit (15 ml) was added dropwise to a stirred suspension of sodium borohydride (0.6 g) in industrial methylated spirit (30 ml) and the mixture was stirred at ambient temperature for two hours. The reaction mixture was heated under reflux for two hours, cooled and poured into water. Concentrated sulphuric acid was added and the acidified mixture was cooled ... The reactants are Cl.ClC1=CC=C(C=C1)C1(CCC1)C(C(CC)=O)N(C)C (1-[1-(4-chlorophenyl)cyclobutyl]-1-dimethylaminobutan-2-one hydrochloride), [BH4-].[Na+] (sodium borohydride), Cl (hydrochloric acid), S(O)(O)(=O)=O (sulphuric acid). RXN SMILES: Cl.[Cl:2][C:3]1[CH:8]=[CH:7][C:6]([C:9]2([CH:13]([N:18]([CH3:20])[CH3:19])[C:14](=[O:17])[CH2:15][CH3:16])[CH2:12][CH2:11][CH2:10]2)=[CH:5][CH:4]=1.[BH4-].[Na+].S(=O)(=O)(O)O.Cl>CC(O)C.O>[ClH:2].[Cl:2][C:3]1[CH:4]=[CH:5][C:6]([C:9]2([CH:13]([N:18]([CH3:20])[CH3:19])[CH:14]([OH:17])[CH2:15][CH3:16])[CH2:10][CH2:11][CH2:12]2)=[CH:7][CH:8]=1 |f:0.1,2.3,8.9|. Run at time 2 hour. The product is Cl.ClC1=CC=C(C=C1)C1(CCC1)C(C(CC)O)N(C)C (1-[1-(4-chlorophenyl)cyclobutyl]-1-dimethylaminobutan-2-ol hydrochloride). Solvent: O (water), industrial methylated spirit, industrial methylated spirit, CC(C)O (propan-2-ol).